Task: describe an organic reaction: reactants, conditions, products, and yield. Dataset: the Open Reaction Database (ORD), a public repository of structured organic reaction records Reactants: C(C)N(C(=O)C1=CC=C(CC2=C(C=CC=C2)O)C=C1)CC (2-(4-diethylcarbamoylbenzyl)phenol), [OH-].[Na+] (sodium hydroxide), C1C(O1)CO (glycidol). Isolated yield 59.0%. Reaction SMILES: [CH2:1]([N:3]([CH2:20][CH3:21])[C:4]([C:6]1[CH:19]=[CH:18][C:9]([CH2:10][C:11]2[CH:16]=[CH:15][CH:14]=[CH:13][C:12]=2[OH:17])=[CH:8][CH:7]=1)=[O:5])[CH3:2].[OH-].[Na+].[CH2:24]1[O:26][CH:25]1[CH2:27][OH:28]>O1CCOCC1.O>[CH2:20]([N:3]([CH2:1][CH3:2])[C:4]([C:6]1[CH:19]=[CH:18][C:9]([CH2:10][C:11]2[CH:16]=[CH:15][CH:14]=[CH:13][C:12]=2[O:17][CH2:24][CH:25]([OH:26])[CH2:27][OH:28])=[CH:8][CH:7]=1)=[O:5])[CH3:21] |f:1.2|. Procedure: The 2-(4-diethylcarbamoylbenzyl)phenol (355 mg) obtained in Reference Example 1(d) was dissolved in a mixed solution of dioxane (3.6 ml) and water (3.6 ml), added with 1 N aqueous sodium hydroxide (63 μl) and glycidol (0.12 ml) and stirred at 90° C. for 18 hours. The reaction mixture was added with water (30 ml) and extracted twice with dichloromethane (30 ml). The organic layer was dried over anhydrous magnesium sulfate, and then the solvent was evaporated under reduced pressure. The residue wa... Run in O1CCOCC1 (dioxane), O (water), O (water). Run at temperature 90 celsius, time 18 hour. The product is C(C)N(C(=O)C1=CC=C(CC2=C(OCC(CO)O)C=CC=C2)C=C1)CC (1-[2-(4-Diethylcarbamoylbenzyl)phenoxy]-2,3-dihydroxypropane). Reaction SMILES: CC1=CC=C(N)N=C1.[C-]#[N+]C1CCCCC1.CN(CC=O)C(=O)OC(C)(C)C>>CN(CC1=C(NC2CCCCC2)N2C=C(C)C=CC2=N1)C(=O)OC(C)(C)C. Reagents/catalysts: O=C(O)C(F)(F)F (trifluoroacetic acid). Yields the product Cc1ccc2nc(CN(C)C(=O)OC(C)(C)C)c(NC3CCCCC3)n2c1. Isolated yield 0.0%. Reaction conditions: temperature 22 celsius, time 20 hour. Reactants: CC(C)(C)OC(N(C)CC=O)=O, CC1=CN=C(C=C1)N, [C-]#[N+]C1CCCCC1. Run in CC(C)O (isopropyl alcohol), CC(C)O (isopropylalcohol). The reactants are C1(CCCCC1)N=C=NCCN1CCOCC1 (1-cyclohexyl-3-(2-morpholinoethyl)-carbodiimide), Cl (hydrochloric acid), OC(=O)CCCC[C@@H]1SC[C@@H]2NC(=O)N[C@H]12 (biotin), C1=CC(=C[N+](=C1)[C@H]2[C@@H]([C@@H]([C@H](O2)COP(=O)(O)OP(=O)(O)OC[C@@H]3[C@H]([C@H]([C@@H](O3)N4C=NC5=C4N=CN=C5NCCN)O)O)O)[O-])C(=O)N (nicotinamide 6-(2-aminoethylamino)purine dinucleotide), OC(=O)CCCC[C@@H]1SC[C@@H]2NC(=O)N[C@H]12 (biotin). Reagents/catalysts: [OH-].[Na+] (sodium hydroxide). Solvent: CC(=O)C (acetone), O (water). Reaction conditions: time 5 hour. Yields the product C1=CC(=C[N+](=C1)[C@H]2[C@@H]([C@@H]([C@H](O2)COP(=O)([O-])OP(=O)(O)OC[C@@H]3[C@H]([C@H]([C@@H](O3)N4C=NC5=C4N=CN=C5N)O)O)O)O)C(=O)N.OC(=O)CCCC[C@@H]1SC[C@@H]2NC(=O)N[C@H]12 (nicotinamide adenine dinucleotide biotin). RXN SMILES: [OH:1][C:2]([CH2:4][CH2:5][CH2:6][CH2:7][C@H:8]1[C@@H:16]2[C@@H:11]([NH:12][C:13]([NH:15]2)=[O:14])[CH2:10][S:9]1)=[O:3].[CH:17]1[CH:22]=[N+:21]([C@@H:23]2[O:27][C@H:26]([CH2:28][O:29][P:30]([O:33][P:34]([O:37][CH2:38][C@H:39]3[O:43][C@@H:42]([N:44]4[C:48]5[N:49]=[CH:50][N:51]=[C:52]([NH:53]CCN)[C:47]=5[N:46]=[CH:45]4)[C@H:41]([OH:57])[C@@H:40]3[OH:58])([OH:36])=[O:35])([OH:32])=[O:31])[C@@H:25]([OH:59])[C@H:24]2[O-:60])[CH:20]=[C:19]([C:61]([NH2:63])=[O:62])[CH:18]=1.C1(N=C=NCCN2CCOCC2)CCCCC1.Cl>O.[OH-].[Na+].CC(C)=O>[CH:17]1[CH:22]=[N+:21]([C@@H:23]2[O:27][C@H:26]([CH2:28][O:29][P:30]([O:33][P:34]([O:37][CH2:38][C@H:39]3[O:43][C@@H:42]([N:44]4[C:48]5[N:49]=[CH:50][N:51]=[C:52]([NH2:53])[C:47]=5[N:46]=[CH:45]4)[C@H:41]([OH:57])[C@@H:40]3[OH:58])([OH:36])=[O:35])([O-:32])=[O:31])[C@@H:25]([OH:59])[C@H:24]2[OH:60])[CH:20]=[C:19]([C:61]([NH2:63])=[O:62])[CH:18]=1.[OH:3][C:2]([CH2:4][CH2:5][CH2:6][CH2:7][C@H:8]1[C@@H:16]2[C@@H:11]([NH:12][C:13]([NH:15]2)=[O:14])[CH2:10][S:9]1)=[O:1] |f:5.6,8.9|. Reported procedure: A 16 mg quantity of biotin was suspended in 1 ml of water containing 22 mg of nicotinamide 6-(2-aminoethylamino)purine dinucleotide prepared as in Example 1. A few drops of 0.1N sodium hydroxide was added to aid dissolution of the biotin. A 240 mg quantity of 1-cyclohexyl-3-(2-morpholinoethyl)-carbodiimide metho-p-tolulene sulfonate was added to the resulting solution and brought into solution by dropwise addition of 0.1N hydrochloric acid. The reaction mixture was allowed to incubate at room te... The product is O[C@H](C)[C@@H]1[C@@H]2N(C(=C(C2C)CN2C=[N+]3C(SC=C3CNS(=O)(=O)N)=C2)C(=O)[O-])C1=O ((5R,6S)-6-[(1R)-1-hydroxyethyl]-2-(3-(aminosulfonyl)aminomethylimidazo[5,1-b]thiazolium-6-yl]methyl-1-methyl-1-carbapen-2-em-3-carboxylate). Starting materials: C(C=C)OC(=O)O[C@H](C)[C@@H]1[C@@H]2N(C(=C(C2C)CO)C(=O)OCC=C)C1=O (allyl (5R,6S)-6-[(1R)-1-allyloxycarbonyloxyethyl]-2-hydroxymethyl-1-methyl-1-carbapen-2-em-3-carboxylate), NS(=O)(=O)NCC=1N2C(SC1)=CN=C2 (3-(aminosulfonyl)aminomethylimidazo[5,1-b]thiazole). Procedure: The same procedure as in Example 1 was repeated except that 88 mg of allyl (5R,6S)-6-[(1R)-1-allyloxycarbonyloxyethyl]-2-hydroxymethyl-1-methyl-1-carbapen-2-em-3-carboxylate and 87 mg of 3-(aminosulfonyl)aminomethylimidazo[5,1-b]thiazole were used, thereby obtaining 14.2 mg of the title compound. Reaction SMILES: C(OC([O:7][C@@H:8]([C@H:10]1[C:25](=[O:26])[N:12]2[C:13]([C:19]([O:21]CC=C)=[O:20])=[C:14]([CH2:17]O)[CH:15]([CH3:16])[C@H:11]12)[CH3:9])=O)C=C.[NH2:27][S:28]([NH:31][CH2:32][C:33]1[N:34]2[CH:40]=[N:39][CH:38]=[C:35]2[S:36][CH:37]=1)(=[O:30])=[O:29]>>[OH:7][C@@H:8]([C@H:10]1[C:25](=[O:26])[N:12]2[C:13]([C:19]([O-:21])=[O:20])=[C:14]([CH2:17][N:39]3[CH:38]=[C:35]4[S:36][CH:37]=[C:33]([CH2:32][NH:31][S:28]([NH2:27])(=[O:29])=[O:30])[N+:34]4=[CH:40]3)[CH:15]([CH3:16])[C@H:11]12)[CH3:9]. Yield: 12.9%. Starting materials: OC1(CCSCC1)COC1=CC(=C(C(=C1)C)C1=CC(=CC=C1C)C(=O)OC)C (methyl 4′-[(4-hydroxytetrahydro-2H-thiopyran-4-yl)methoxy]-2′,6,6′-trimethylbiphenyl-3-carboxylate), [H-].[Al+3].[Li+].[H-].[H-].[H-] (lithium aluminum hydride), O.O.O.O.O.O.O.O.O.O.S(=O)(=O)([O-])[O-].[Na+].[Na+] (Sodium sulfate decahydrate). Solvent: O1CCCC1 (tetrahydrofuran), O1CCCC1 (tetrahydrofuran). Reaction conditions: time 8 hour. Product: OCC=1C=CC(=C(C1)C1=C(C=C(C=C1C)OCC1(CCSCC1)O)C)C (4-({[5′-(hydroxymethyl)-2,2′,6-trimethylbiphenyl-4-yl]oxy}methyl)tetrahydro-2H-thiopyran-4-ol). Isolated yield 101.8%. RXN SMILES: [OH:1][C:2]1([CH2:8][O:9][C:10]2[CH:15]=[C:14]([CH3:16])[C:13]([C:17]3[C:22]([CH3:23])=[CH:21][CH:20]=[C:19]([C:24](OC)=[O:25])[CH:18]=3)=[C:12]([CH3:28])[CH:11]=2)[CH2:7][CH2:6][S:5][CH2:4][CH2:3]1.[H-].[Al+3].[Li+].[H-].[H-].[H-].O.O.O.O.O.O.O.O.O.O.S([O-])([O-])(=O)=O.[Na+].[Na+]>O1CCCC1>[OH:25][CH2:24][C:19]1[CH:20]=[CH:21][C:22]([CH3:23])=[C:17]([C:13]2[C:12]([CH3:28])=[CH:11][C:10]([O:9][CH2:8][C:2]3([OH:1])[CH2:3][CH2:4][S:5][CH2:6][CH2:7]3)=[CH:15][C:14]=2[CH3:16])[CH:18]=1 |f:1.2.3.4.5.6,7.8.9.10.11.12.13.14.15.16.17.18.19|. Reported procedure: To a solution of methyl 4′-[(4-hydroxytetrahydro-2H-thiopyran-4-yl)methoxy]-2′,6,6′-trimethylbiphenyl-3-carboxylate (191 mg, 0.48 mmol) in anhydrous tetrahydrofuran (3 mL) was added lithium aluminum hydride (34.2 mg, 0.72 mmol) under ice-cooling, and the mixture was stirred overnight at room temperature. Anhydrous tetrahydrofuran (10 mL) was added to the reaction solution, and the solution was ice-cooled. Sodium sulfate decahydrate (232 mg, 0.72 mmol) was added, and the mixture was stirred at ro... The reactants are O=C([O-])[O-], CN(C)C=O, O=Cc1cc(Cl)ccc1O, [K+], [K+], O, Cc1ccc(S(=O)(=O)OCC2CO2)cc1. Product: O=Cc1cc(Cl)ccc1OCC1CO1. RXN SMILES: [C:26](=[O:27])([O-:28])[O-:29].[CH3:33][N:34]([CH3:35])[CH:36]=[O:37].[Cl:16][c:17]1[cH:18][cH:19][c:20]([OH:25])[c:21]([CH:22]=[O:23])[cH:24]1.[K+:30].[K+:31].[OH2:32].[c:1]1([CH3:2])[cH:3][cH:4][c:5]([S:6]([O:7][CH2:11][CH:12]2[CH2:13][O:14]2)(=[O:8])=[O:9])[cH:10][cH:15]1>>[CH2:11]([CH:12]1[CH2:13][O:14]1)[O:25][c:20]1[cH:19][cH:18][c:17]([Cl:16])[cH:24][c:21]1[CH:22]=[O:23]. Reactants: ClCCl, C=CCCCC(O)C(CC(C)N(C)C)(c1ccccc1)c1ccccc1, CS(C)=O, O=C(Cl)C(=O)Cl, O. The product is C=CCCCC(=O)C(CC(C)N(C)C)(c1ccccc1)c1ccccc1. Reaction SMILES: [CH2:37]([Cl:38])[Cl:39].[CH3:11][N:12]([CH:13]([CH3:14])[CH2:15][C:16]([CH:17]([CH2:18][CH2:19][CH2:20][CH:21]=[CH2:22])[OH:23])([c:24]1[cH:25][cH:26][cH:27][cH:28][cH:29]1)[c:30]1[cH:31][cH:32][cH:33][cH:34][cH:35]1)[CH3:36].[CH3:1][S:2](=[O:3])[CH3:4].[Cl:5][C:6]([C:7]([Cl:8])=[O:9])=[O:10].[OH2:40]>>[CH3:11][N:12]([CH:13]([CH3:14])[CH2:15][C:16]([C:17]([CH2:18][CH2:19][CH2:20][CH:21]=[CH2:22])=[O:23])([c:24]1[cH:25][cH:26][cH:27][cH:28][cH:29]1)[c:30]1[cH:31][cH:32][cH:33][cH:34][cH:35]1)[CH3:36]. The reactants are C(C)C1=C(C=CC(=C1C)Cl)O (ethyl 4-chloro-3-methylphenol), C([O-])([O-])=O.[K+].[K+] (potassium carbonate), BrCCOC (1-bromo-2-methoxyethane). The solvent is CC(=O)C (acetone). The product is ClC1=C(C=C(C=C1)OCCOC)C (1-Chloro-4-(2-methoxyethoxy)-2-methylbenzene). As a reaction SMILES: C([C:3]1[C:8]([CH3:9])=[C:7]([Cl:10])[CH:6]=[CH:5][C:4]=1[OH:11])C.C(=O)([O-])[O-].[K+].[K+].Br[CH2:19][CH2:20][O:21][CH3:22]>CC(C)=O>[Cl:10][C:7]1[CH:6]=[CH:5][C:4]([O:11][CH2:19][CH2:20][O:21][CH3:22])=[CH:3][C:8]=1[CH3:9] |f:1.2.3|. Procedure: To a solution of ethyl 4-chloro-3-methylphenol (1 eq.) in acetone (0.2 M) was added potassium carbonate (5 eq.) and 1-bromo-2-methoxyethane (1.3 eq.). The resulting suspension was refluxed for 25 h. The insolubles were removed via filtration and the filtrate was concentrated in vacuo to furnish the title compound. The product is COc1ccc2nccc(CCC3CCC(=O)CC3)c2c1. Reactants: CC(=O)O, C1CCOC1, COc1ccc2nccc(CCC3CCC4(CC3)OCCO4)c2c1, O. Reaction SMILES: [C:25]([OH:26])(=[O:27])[CH3:28].[CH2:29]1[O:30][CH2:31][CH2:32][CH2:33]1.[O:1]1[CH2:3][CH2:2][O:4][C:5]12[CH2:6][CH2:7][CH:8]([CH2:11][CH2:12][c:13]1[cH:14][cH:15][n:16][c:17]3[cH:18][cH:19][c:20]([O:23][CH3:24])[cH:21][c:22]13)[CH2:9][CH2:10]2.[OH2:34]>>[O:4]=[C:5]1[CH2:6][CH2:7][CH:8]([CH2:11][CH2:12][c:13]2[cH:14][cH:15][n:16][c:17]3[cH:18][cH:19][c:20]([O:23][CH3:24])[cH:21][c:22]23)[CH2:9][CH2:10]1.